From a dataset of the Open Reaction Database (ORD), a public repository of structured organic reaction records. describe an organic reaction: reactants, conditions, products, and yield The reactants are O=C1CCCC=2C=CC(=CC12)C(=O)OC (methyl 8-oxo-5,6,7,8-tetrahydronaphthalene-2-carboxylate), Cl.NO (hydroxylamine hydrochloride), C(C)(=O)[O-].[Na+] (sodium acetate). Solvent: CO (MeOH). Reaction SMILES: O=[C:2]1[C:11]2[CH:10]=[C:9]([C:12]([O:14][CH3:15])=[O:13])[CH:8]=[CH:7][C:6]=2[CH2:5][CH2:4][CH2:3]1.Cl.[NH2:17][OH:18].C([O-])(=O)C.[Na+]>CO>[OH:18]/[N:17]=[C:2]1\[CH2:3][CH2:4][CH2:5][C:6]2[CH:7]=[CH:8][C:9]([C:12]([O:14][CH3:15])=[O:13])=[CH:10][C:11]\1=2 |f:1.2,3.4|. Product: O\N=C\1/CCCC=2C=CC(=CC12)C(=O)OC (methyl(8E)-8-(hydroxyimino)-5,6,7,8-tetrahydronaphthalene-2-carboxylate). Reaction conditions: time 1 hour. Reported procedure: To a solution of methyl 8-oxo-5,6,7,8-tetrahydronaphthalene-2-carboxylate (10 g, 0.048 mol) in MeOH (100 ml) was added hydroxylamine hydrochloride (5 g, 0.07 mol), followed by sodium acetate (6 g, 0.072 mol). The reaction mixture was stirred at rt for 1 h and heated to 50° C. for 15 h. The solvent was removed under vacuum and the residue was diluted with water. The product was extracted with EtOAc (2×150 ml), dried and evaporated to yield 10 g (93%) of the titled compound as a solid. TLC-Chlorof... Isolated yield 95.0%. Reactants: CC(C)(C)OC(=O)OC(=O)OC(C)(C)C, CNN, [Na+], C1CCOC1, [OH-], O. Product: CN(N)C(=O)OC(C)(C)C. Reaction SMILES: [C:1]([CH3:2])([CH3:3])([CH3:4])[O:5][C:6]([O:8][C:7]([O:9][C:10]([CH3:11])([CH3:12])[CH3:13])=[O:14])=[O:15].[CH3:16][NH:17][NH2:18].[Na+:20].[O:21]1[CH2:22][CH2:23][CH2:24][CH2:25]1.[OH-:19].[OH2:26]>>[C:1]([CH3:2])([CH3:3])([CH3:4])[O:5][C:6](=[O:8])[N:17]([CH3:16])[NH2:18]. Starting materials: COc1ccc(-n2cc(CC(C)=O)c3ccccc32)cc1, COc1ccc(I)cc1, CCO, CC(=O)O, CCOCC, [H][H]. Yields the product COc1ccc(-n2cc(CC(C)O)c3ccccc32)cc1. RXN SMILES: [CH3:1][O:2][c:3]1[cH:4][cH:5][c:6](-[n:9]2[cH:10][c:11]([CH2:18][C:19]([CH3:20])=[O:21])[c:12]3[cH:13][cH:14][cH:15][cH:16][c:17]23)[cH:7][cH:8]1.[CH3:22][O:23][c:24]1[cH:25][cH:26][c:27]([I:28])[cH:29][cH:30]1.[CH3:33][CH2:34][OH:35].[CH3:36][C:37](=[O:38])[OH:39].[CH3:40][CH2:41][O:42][CH2:43][CH3:44].[H:31][H:32]>>[CH3:1][O:2][c:3]1[cH:4][cH:5][c:6](-[n:9]2[cH:10][c:11]([CH2:18][CH:19]([CH3:20])[OH:21])[c:12]3[cH:13][cH:14][cH:15][cH:16][c:17]23)[cH:7][cH:8]1. Product: ClC=1C=CC(=C(C1)C1=NNC=C1N)OC1CC1 (3-(5-chloro-2-cyclopropoxyphenyl)-1H-pyrazol-4-amine). Starting materials: ClC=1C=CC(=C(C1)C1=NN(C=C1NC(OC(C)(C)C)=O)COCC[Si](C)(C)C)OC1CC1 (Tert-butyl 3-(5-chloro-2-cyclopropoxyphenyl)-1-((2-(trimethylsilyl)ethoxy)methyl)-1H-pyrazol-4-ylcarbamate), ClC=1C=CC(=C(C1)C1=C(C=NN1COCC[Si](C)(C)C)NC(OC(C)(C)C)=O)OC1CC1 (tert-butyl 5-(5-chloro-2-cyclopropoxyphenyl)-1-((2-(trimethylsilyl)ethoxy)methyl)-1H-pyrazol-4-ylcarbamate), Cl.CO (HCl MeOH). Procedure: Tert-butyl 3-(5-chloro-2-cyclopropoxyphenyl)-1-((2-(trimethylsilyl)ethoxy)methyl)-1H-pyrazol-4-ylcarbamate and tert-butyl 5-(5-chloro-2-cyclopropoxyphenyl)-1-((2-(trimethylsilyl)ethoxy)methyl)-1H-pyrazol-4-ylcarbamate were dissolved in 50 mL of MeOH. 50 mL of 4 M HCl/MeOH was added dropwise. The mixture was stirred at room temperature overnight. The mixture was evaporated to dryness and purified by silica gel chromatography, eluting with EtOAc to afford 0.25 g of 3-(5-chloro-2-cyclopropoxyphenyl... Run in CO (MeOH). RXN SMILES: [Cl:1][C:2]1[CH:3]=[CH:4][C:5]([O:29][CH:30]2[CH2:32][CH2:31]2)=[C:6]([C:8]2[C:12]([NH:13]C(=O)OC(C)(C)C)=[CH:11][N:10](COCC[Si](C)(C)C)[N:9]=2)[CH:7]=1.ClC1C=CC(OC2CC2)=C(C2N(COCC[Si](C)(C)C)N=CC=2NC(=O)OC(C)(C)C)C=1.Cl.CO>CO>[Cl:1][C:2]1[CH:3]=[CH:4][C:5]([O:29][CH:30]2[CH2:32][CH2:31]2)=[C:6]([C:8]2[C:12]([NH2:13])=[CH:11][NH:10][N:9]=2)[CH:7]=1 |f:2.3|. Conditions: time 8 hour. Reactants: CCN(C(C)C)C(C)C, CC(C)NCC1CCCN1, Cn1c(Cl)c(Cl)c(-c2ccncc2)c(-c2ccc3ccccc3c2)c1=O, ClCCl. The product is CC(C)NCC1CCCN1c1c(Cl)c(-c2ccncc2)c(-c2ccc3ccccc3c2)c(=O)n1C. As a reaction SMILES: [CH:27]([N:28]([CH:29]([CH3:30])[CH3:31])[CH2:32][CH3:33])([CH3:34])[CH3:35].[CH:36]([CH3:37])([CH3:38])[NH:39][CH2:40][CH:41]1[NH:42][CH2:43][CH2:44][CH2:45]1.[Cl:1][c:2]1[c:3](-[c:21]2[cH:22][cH:23][n:24][cH:25][cH:26]2)[c:4](-[c:11]2[cH:12][c:13]3[cH:14][cH:15][cH:16][cH:17][c:18]3[cH:19][cH:20]2)[c:5](=[O:10])[n:6]([CH3:9])[c:7]1[Cl:8].[Cl:46][CH2:47][Cl:48]>>[Cl:1][c:2]1[c:3](-[c:21]2[cH:22][cH:23][n:24][cH:25][cH:26]2)[c:4](-[c:11]2[cH:12][c:13]3[cH:14][cH:15][cH:16][cH:17][c:18]3[cH:19][cH:20]2)[c:5](=[O:10])[n:6]([CH3:9])[c:7]1[N:42]1[CH:41]([CH2:40][NH:39][CH:36]([CH3:37])[CH3:38])[CH2:45][CH2:44][CH2:43]1. Starting materials: [Br-].C(CC1=CC=CC=C1)[P+](C1=CC=CC=C1)(C1=CC=CC=C1)C1=CC=CC=C1 (phenethyltriphenylphosphonium bromide), [Li]CCCC (n-BuLi), CC(C=O)CCCCCCCCC (2-methylundecanal). Product: CC(C=CCC1=CC=CC=C1)CCCCCCCCC ((4-Methyltridec-2-enyl)benzene). The yield is 60.6%. Reaction SMILES: [Br-].[CH2:2]([P+](C1C=CC=CC=1)(C1C=CC=CC=1)C1C=CC=CC=1)[CH2:3][C:4]1[CH:9]=[CH:8][CH:7]=[CH:6][CH:5]=1.[Li]CCCC.[CH3:34][CH:35]([CH2:38][CH2:39][CH2:40][CH2:41][CH2:42][CH2:43][CH2:44][CH2:45][CH3:46])[CH:36]=O>>[CH3:36][CH:35]([CH2:38][CH2:39][CH2:40][CH2:41][CH2:42][CH2:43][CH2:44][CH2:45][CH3:46])[CH:34]=[CH:2][CH2:3][C:4]1[CH:5]=[CH:6][CH:7]=[CH:8][CH:9]=1 |f:0.1|. Reported procedure: Starting from phenethyltriphenylphosphonium bromide (3.60 g, 8.05 mmol, 1.0 equiv.), n-BuLi (1.6 M in hexanes, 5.0 mL, 8.05 mmol, 1.0 equiv.) and 2-methylundecanal (2.25 g, 12.1 mmol, 1.5 equiv.), 1.33 g (61%) of the title compound as a colorless oil was obtained after purification by flash chromatography on SiO2 (hexanes).